This data is from the Open Reaction Database (ORD), a public repository of structured organic reaction records. The task is: describe an organic reaction: reactants, conditions, products, and yield Reactants: FC=1C=C2CCC(OC2=CC1)C(=O)O (6-fluoro-3,4-dihydro-2H-chromen-2-carboxylic acid), C(C(=O)Cl)(=O)Cl (oxalyl chloride), ClCCl (dichloromethane), [N+](=O)([O-])C1=CC=C(C=C1)O (4-nitrophenol). The solvent is N1=CC=CC=C1 (pyridine). Run at time 17 hour. Yields the product FC=1C=C2CCC(OC2=CC1)C(=O)OC1=CC=C(C=C1)[N+](=O)[O-] (4-nitrophenyl 6-fluoro-3,4-dihydro-2H-chromen-2-carboxylate). Yield: 40.5%. Reaction SMILES: [F:1][C:2]1[CH:3]=[C:4]2[C:9](=[CH:10][CH:11]=1)[O:8][CH:7]([C:12]([OH:14])=[O:13])[CH2:6][CH2:5]2.C(Cl)(=O)C(Cl)=O.ClCCl.[N+:24]([C:27]1[CH:32]=[CH:31][C:30](O)=[CH:29][CH:28]=1)([O-:26])=[O:25]>N1C=CC=CC=1>[F:1][C:2]1[CH:3]=[C:4]2[C:9](=[CH:10][CH:11]=1)[O:8][CH:7]([C:12]([O:14][C:30]1[CH:31]=[CH:32][C:27]([N+:24]([O-:26])=[O:25])=[CH:28][CH:29]=1)=[O:13])[CH2:6][CH2:5]2. Procedure: A 50 ml rbf was charged with 6-fluoro-3,4-dihydro-2H-chromen-2-carboxylic acid (10.0 g, 51.0 mmol), oxalyl chloride (9.71 g, 76.5 mmol) and dichloromethane (24.9 g) under nitrogen atmosphere at room temperature. The mixture was stirred for 17 h at room temperature and then concentrated in vacuo at 30° C. The residue was dissolved in toluene (75 ml) and stirred at rt. 4-nitrophenol (7.05 g, 51.02 mmol) was added to the reaction mixture, followed by pyridine (5 ml) over the period of 5 min. The sl...